From a dataset of the Open Reaction Database (ORD), a public repository of structured organic reaction records. describe an organic reaction: reactants, conditions, products, and yield The reactants are C(C1=CC=CC=C1)OC1=CC(=C(C=C1)S(=O)(=O)C)OC (4-benzyloxy-1-methanesulfonyl-2-methoxy-benzene). Reagents/catalysts: [Pd] (Pd—C). Solvent: CO (MeOH). Run at time 3 hour. Product: CS(=O)(=O)C1=C(C=C(C=C1)O)OC (4-methanesulfonyl-3-methoxy-phenol). Isolated yield 83.9%. As a reaction SMILES: C([O:8][C:9]1[CH:14]=[CH:13][C:12]([S:15]([CH3:18])(=[O:17])=[O:16])=[C:11]([O:19][CH3:20])[CH:10]=1)C1C=CC=CC=1>CO.[Pd]>[CH3:18][S:15]([C:12]1[CH:13]=[CH:14][C:9]([OH:8])=[CH:10][C:11]=1[O:19][CH3:20])(=[O:16])=[O:17]. Procedure details: Dissolve 4-benzyloxy-1-methanesulfonyl-2-methoxy-benzene (5.57 g, 19.09 mmol) in MeOH (200 mL), under N2, and add 5% Pd—C (900 mg). Evacuate the reaction vessel and flush with hydrogen gas (3 times). Stir the reaction mixture at room temperature for 3 hours, under 1 atmosphere of hydrogen gas. Filter, concentrate, and purify the reaction mixture by flash column chromatography (silica gel, 30-60% of EtOAc/hexane) to give 3.24 g of 4-methanesulfonyl-3-methoxy-phenol (100%).